This data is from the Open Reaction Database (ORD), a public repository of structured organic reaction records. The task is: describe an organic reaction: reactants, conditions, products, and yield As a reaction SMILES: [CH3:1][O:2][C:3]1[CH:4]=[C:5]([CH:10]=[CH:11][C:12]=1[O:13][CH2:14][C:15]1[N:16]=[C:17]([C:21]2[CH:26]=[CH:25][CH:24]=[CH:23][CH:22]=2)[O:18][C:19]=1[CH3:20])[CH:6]=[CH:7][CH:8]=[O:9]>[C].[Pd].O1CCCC1>[CH3:1][O:2][C:3]1[CH:4]=[C:5]([CH2:6][CH2:7][CH:8]=[O:9])[CH:10]=[CH:11][C:12]=1[O:13][CH2:14][C:15]1[N:16]=[C:17]([C:21]2[CH:26]=[CH:25][CH:24]=[CH:23][CH:22]=2)[O:18][C:19]=1[CH3:20] |f:1.2|. The product is COC=1C=C(C=CC1OCC=1N=C(OC1C)C1=CC=CC=C1)CCC=O (3-[3-methoxy-4-(5-methyl-2-phenyl-4-oxazolylmethoxy)phenyl]propionaldehyde). Solvent: O1CCCC1 (tetrahydrofuran). The reagents and catalysts are [C].[Pd] (palladium-carbon). The reactants are COC=1C=C(C=CC=O)C=CC1OCC=1N=C(OC1C)C1=CC=CC=C1 (3-methoxy-4-(5-methyl-2-phenyl-4-oxazolylmethoxy)cinnamaldehyde). Reported procedure: A mixture of 3-methoxy-4-(5-methyl-2-phenyl-4-oxazolylmethoxy)cinnamaldehyde (5.6 g), palladium-carbon (5%, 0.5 g) and tetrahydrofuran (THF) (160 ml) was subjected to catalytic hydrogenation at room temperature under 1 atmospheric pressure. The catalyst was filtered off, and the filtrate was concentrated under reduced pressure. The concentrate was subjected to column chromatography on silica gel. From the fraction eluted with ethyl acetate -hexane (1:1), was obtained 3-[3-methoxy-4-(5-methyl-2-p... Reactants: NC1=C(C#N)C=C(C=C1)[N+](=O)[O-] (2-amino-5-nitrobenzonitrile), [N+](=O)([O-])C=1C=C(C(=O)Cl)C=CC1 (m-nitro benzoyl chloride), yellow solid. The solvent is N1=CC=CC=C1 (pyridine). Yields the product C(#N)C1=C(NC(C2=CC(=CC=C2)[N+](=O)[O-])=O)C=CC(=C1)[N+](=O)[O-] (2'-Cyano-3,4'-dinitrobenzanilide). Reaction SMILES: [NH2:1][C:2]1[CH:9]=[CH:8][C:7]([N+:10]([O-:12])=[O:11])=[CH:6][C:3]=1[C:4]#[N:5].[N+:13]([C:16]1[CH:17]=[C:18]([CH:22]=[CH:23][CH:24]=1)[C:19](Cl)=[O:20])([O-:15])=[O:14]>N1C=CC=CC=1>[C:4]([C:3]1[CH:6]=[C:7]([N+:10]([O-:12])=[O:11])[CH:8]=[CH:9][C:2]=1[NH:1][C:19](=[O:20])[C:18]1[CH:22]=[CH:23][CH:24]=[C:16]([N+:13]([O-:15])=[O:14])[CH:17]=1)#[N:5]. Procedure details: A solution of 8.16 gm. (0.05 mole) of 2-amino-5-nitrobenzonitrile and 9.28 gm. (0.05 mole) of m-nitro benzoyl chloride in 50 ml. of dry pyridine is refluxed for three hours. The pyridine is removed by distillation in vacuo and the solid residue triturated with water. There is obtained 15.3 gm. (95%) of a yellow solid that melts at 203°-205°. Recrystallization from aqueous ethanol (2:1) gives material melting at 205°-206°.